This data is from the Open Reaction Database (ORD), a public repository of structured organic reaction records. The task is: describe an organic reaction: reactants, conditions, products, and yield Starting materials: COc1cc(-c2csc(C(N)=O)n2)cc(Cl)c1OC, O=C(OC(=O)C(F)(F)F)C(F)(F)F, O, c1ccncc1. Product: COc1cc(-c2csc(C#N)n2)cc(Cl)c1OC. RXN SMILES: [Cl:1][c:2]1[cH:3][c:4](-[c:12]2[n:13][c:14]([C:17](=[O:18])[NH2:19])[s:15][cH:16]2)[cH:5][c:6]([O:10][CH3:11])[c:7]1[O:8][CH3:9].[F:20][C:21]([F:22])([F:23])[C:24]([O:25][C:26](=[O:27])[C:28]([F:29])([F:30])[F:31])=[O:32].[OH2:33].[cH:34]1[cH:35][cH:36][n:37][cH:38][cH:39]1>>[Cl:1][c:2]1[cH:3][c:4](-[c:12]2[n:13][c:14]([C:17]#[N:19])[s:15][cH:16]2)[cH:5][c:6]([O:10][CH3:11])[c:7]1[O:8][CH3:9]. Starting materials: BrC1=CC=C(C=C1)C(=O)N=C=S (4-bromo-1-benzenecarbonyl isothiocyanate), BrC1=CC=C(C=C1)C(=O)Cl (4-bromo-1-benzenecarbonyl chloride), ClC=1C=C(N)C=CC1OC1=CC=NC2=CC(=C(C=C12)OC)OC (3-Chloro-4-[(6,7-dimethoxy-4-quinolyl)oxy]aniline). The solvent is C(C)O (ethanol), C(C)O (ethanol), C1(=CC=CC=C1)C (toluene). Reaction conditions: time 2 hour. Product: BrC1=CC=C(C=C1)C(=O)N=C=S (4-Bromo-1-benzenecarbonyl isothiocyanate), BrC1=CC=C(C(=O)NC(=S)NC2=CC(=C(C=C2)OC2=CC=NC3=CC(=C(C=C23)OC)OC)Cl)C=C1 (N-(4-Bromobenzoyl)-N′-{3-chloro-4-[(6,7-dimethoxy-4-quinolyl)oxy]phenyl}thiourea). The yield is 83.0%. As a reaction SMILES: BrC1C=CC(C(Cl)=O)=CC=1.[Cl:11][C:12]1[CH:13]=[C:14]([CH:16]=[CH:17][C:18]=1[O:19][C:20]1[C:29]2[C:24](=[CH:25][C:26]([O:32][CH3:33])=[C:27]([O:30][CH3:31])[CH:28]=2)[N:23]=[CH:22][CH:21]=1)[NH2:15].[Br:34][C:35]1[CH:40]=[CH:39][C:38]([C:41]([N:43]=[C:44]=[S:45])=[O:42])=[CH:37][CH:36]=1>C1(C)C=CC=CC=1.C(O)C>[Br:34][C:35]1[CH:36]=[CH:37][C:38]([C:41]([N:43]=[C:44]=[S:45])=[O:42])=[CH:39][CH:40]=1.[Br:34][C:35]1[CH:40]=[CH:39][C:38]([C:41]([NH:43][C:44]([NH:15][C:14]2[CH:16]=[CH:17][C:18]([O:19][C:20]3[C:29]4[C:24](=[CH:25][C:26]([O:32][CH3:33])=[C:27]([O:30][CH3:31])[CH:28]=4)[N:23]=[CH:22][CH:21]=3)=[C:12]([Cl:11])[CH:13]=2)=[S:45])=[O:42])=[CH:37][CH:36]=1. Reported procedure: 4-Bromo-1-benzenecarbonyl isothiocyanate was prepared using commercially available 4-bromo-1-benzenecarbonyl chloride (80 mg) as a starting compound according to the description of the literature. 3-Chloro-4-[(6,7-dimethoxy-4-quinolyl)oxy]aniline (50 mg) was dissolved in toluene (5 ml) and ethanol (1 ml) to prepare a solution. A solution of 4-bromo-1-benzenecarbonyl isothiocyanate in ethanol (1 ml) was then added to the solution, and the mixture was stirred at room temperature for 2 hr. The reac...